From a dataset of the Open Reaction Database (ORD), a public repository of structured organic reaction records. describe an organic reaction: reactants, conditions, products, and yield The reactants are Cl, Cc1cc(C(O)(c2ccc(F)cc2)C(F)(F)F)cc(C)c1N([Si](C)(C)C)[Si](C)(C)C, [Na+], C1CCOC1, [OH-]. The product is Cc1cc(C(O)(c2ccc(F)cc2)C(F)(F)F)cc(C)c1N. RXN SMILES: [ClH:31].[F:1][C:2]([C:3]([OH:4])([c:5]1[cH:6][c:7]([CH3:21])[c:8]([N:12]([Si:13]([CH3:14])([CH3:15])[CH3:16])[Si:17]([CH3:18])([CH3:19])[CH3:20])[c:9]([CH3:11])[cH:10]1)[c:22]1[cH:23][cH:24][c:25]([F:28])[cH:26][cH:27]1)([F:29])[F:30].[Na+:33].[O:34]1[CH2:35][CH2:36][CH2:37][CH2:38]1.[OH-:32]>>[F:1][C:2]([C:3]([OH:4])([c:5]1[cH:6][c:7]([CH3:21])[c:8]([NH2:12])[c:9]([CH3:11])[cH:10]1)[c:22]1[cH:23][cH:24][c:25]([F:28])[cH:26][cH:27]1)([F:29])[F:30]. Starting materials: [OH-].[Li+] (lithium hydroxide), BrC=1N(C(=NN1)SCC(=O)OC)C1=CC=C(C2=CC=CC=C12)C1CC1 (methyl 2-(5-bromo-4-(1-cyclopropylnaphthalen-4-yl)-4H-1,2,4-triazol-3-ylthio)acetate), Cl (HCl). Solvent: O (water), C(C)O (ethanol), C1CCOC1 (THF). Conditions: temperature 0 celsius, time 45 minute. The product is BrC=1N(C(=NN1)SCC(=O)O)C1=CC=C(C2=CC=CC=C12)C1CC1 (2-(5-bromo-4-(1-cyclopropylnaphthalen-4-yl)-4H-1,2,4-triazol-3-ylthio)acetic acid). Yield: 93.4%. Reaction SMILES: [OH-].[Li+].[Br:3][C:4]1[N:5]([C:15]2[C:24]3[C:19](=[CH:20][CH:21]=[CH:22][CH:23]=3)[C:18]([CH:25]3[CH2:27][CH2:26]3)=[CH:17][CH:16]=2)[C:6]([S:9][CH2:10][C:11]([O:13]C)=[O:12])=[N:7][N:8]=1.Cl>O.C(O)C.C1COCC1>[Br:3][C:4]1[N:5]([C:15]2[C:24]3[C:19](=[CH:20][CH:21]=[CH:22][CH:23]=3)[C:18]([CH:25]3[CH2:27][CH2:26]3)=[CH:17][CH:16]=2)[C:6]([S:9][CH2:10][C:11]([OH:13])=[O:12])=[N:7][N:8]=1 |f:0.1|. Procedure: A solution of lithium hydroxide (98 mg, 4.1 mmol) in water (10 mL) was added dropwise over 5 mins to a solution of methyl 2-(5-bromo-4-(1-cyclopropylnaphthalen-4-yl)-4H-1,2,4-triazol-3-ylthio)acetate (prepared as described in example 1 above; 1.14 g, 2.7 mmol) in ethanol (10 mL) and THF (10 mL) at 0° C. The mixture was stirred at 0° C. for a further 45 mins and then neutralized to pH 7 by the addition of 0.5N HCl solution at 0° C. The resulting mixture was concentrated in vacuo to ⅕th of its ori...